From a dataset of the Open Reaction Database (ORD), a public repository of structured organic reaction records. describe an organic reaction: reactants, conditions, products, and yield Starting materials: C(C)(C)(C)OC(CCCCCCCCCCCCCCC(=O)O)=O (hexadecandioic acid mono t-butyl ester), C1=CC2=C(N=C1)N(N=N2)O (HOAt), C1CCC(CC1)N=C=NC2CCCCC2 (DCC), C(C)(C)(C)OC(C1=CC(C(=O)O)=CC(=C1)N)=O (5-Amino-isophthalic acid mono t-butyl ester), CCN(C(C)C)C(C)C (DIPEA). The solvent is C(Cl)Cl (DCM). Run at temperature 50 celsius, time 1 hour. Product: C(C)(C)(C)OC(C1=CC(C(=O)O)=CC(=C1)NC(CCCCCCCCCCCCCCC(=O)OC(C)(C)C)=O)=O (5-(15-tert-Butoxycarbonyl-pentadecanoylamino)-isophthalic acid mono-tert-butyl ester). Yield: 86.0%. As a reaction SMILES: [C:1]([O:5][C:6](=[O:24])[CH2:7][CH2:8][CH2:9][CH2:10][CH2:11][CH2:12][CH2:13][CH2:14][CH2:15][CH2:16][CH2:17][CH2:18][CH2:19][CH2:20][C:21]([OH:23])=O)([CH3:4])([CH3:3])[CH3:2].C1C=NC2N(O)N=NC=2C=1.C1CCC(N=C=NC2CCCCC2)CC1.[C:50]([O:54][C:55](=[O:66])[C:56]1[CH:64]=[C:63]([NH2:65])[CH:62]=[C:58]([C:59]([OH:61])=[O:60])[CH:57]=1)([CH3:53])([CH3:52])[CH3:51].CCN(C(C)C)C(C)C>C(Cl)Cl>[C:50]([O:54][C:55](=[O:66])[C:56]1[CH:64]=[C:63]([NH:65][C:21](=[O:23])[CH2:20][CH2:19][CH2:18][CH2:17][CH2:16][CH2:15][CH2:14][CH2:13][CH2:12][CH2:11][CH2:10][CH2:9][CH2:8][CH2:7][C:6]([O:5][C:1]([CH3:2])([CH3:3])[CH3:4])=[O:24])[CH:62]=[C:58]([C:59]([OH:61])=[O:60])[CH:57]=1)([CH3:53])([CH3:51])[CH3:52]. Procedure details: To a solution of hexadecandioic acid mono t-butyl ester (100 mg, 0.29 mmol) in dry DCM (2 ml), HOAt (44 mg, 0.29 mmol) and DCC (72 mg, 32 mmol) was added. The mixture was stirred at 50° C. for 1 h. The oil bath was removed. 5-Amino-isophthalic acid mono t-butyl ester (69 mg, 0.29) and DIPEA (0.07 ml, 0.32 mmol) was added. The mixture was stirred at RT over night under nitrogen. The yellow suspension was filtered and the filtrate was concentrated. The residue was redissolved in EtOAc and extracte...